This data is from the Open Reaction Database (ORD), a public repository of structured organic reaction records. The task is: describe an organic reaction: reactants, conditions, products, and yield Reactants: solution, CCCC[N+](CCCC)(CCCC)CCCC.[F-] (TBAF), C[Si](C)(C)C#CC1=C(C=CC=C1)C(C(=O)N)C (2-(2-((trimethylsilyl)ethynyl)phenyl)propanamide). Run in C1CCOC1 (THF), C1CCOC1 (THF), C(=O)(O)[O-].[Na+] (NaHCO3). Reaction conditions: time 10 minute. Product: C(#C)C1=C(C=CC=C1)C(C(=O)N)C (2-(2-Ethynylphenyl)propanamide), solid. Yield: 76.0%. RXN SMILES: CCCC[N+](CCCC)(CCCC)CCCC.[F-].C[Si]([C:23]#[C:24][C:25]1[CH:30]=[CH:29][CH:28]=[CH:27][C:26]=1[CH:31]([CH3:35])[C:32]([NH2:34])=[O:33])(C)C>C1COCC1.C([O-])(O)=O.[Na+]>[C:24]([C:25]1[CH:30]=[CH:29][CH:28]=[CH:27][C:26]=1[CH:31]([CH3:35])[C:32]([NH2:34])=[O:33])#[CH:23] |f:0.1,4.5|. Reported procedure: A 1.0 M solution of TBAF in THF (45.6 mL, 45.6 mmol) was added to a solution of 2-(2-((trimethylsilyl)ethynyl)phenyl)propanamide I15 (9.33 g, 38.0 mmol) in THF (200 mL) and the mixture was stirred for 10 minutes. The reaction mixture was diluted with sat. aq. NaHCO3 (200 mL), and the aqueous layer was extracted with DCM (3×150 mL). The combined organics were adsorbed onto silica and purified by silica gel column chromatography (Biotage Isolera, 120 g SiO2 cartridge, 0-80% EtOAc in petroleum benz... Starting materials: [C-]#N.[K+] (Potassium cyanide), Cl.OC1CNCCC1 (3-hydroxy-piperidine hydrochloride), S1CCC(CC1)=O (tetrahydro-4H-thiopyran-4-one). Solvent: O (water). Reaction conditions: time 24 hour. Product: OC1CN(CCC1)C1(CCSCC1)C#N (4-(3-hydroxypiperidino)-tetrahydro-4H-thiopyran-4-carbonitrile). RXN SMILES: Cl.[OH:2][CH:3]1[CH2:8][CH2:7][CH2:6][NH:5][CH2:4]1.[C-:9]#[N:10].[K+].[S:12]1[CH2:17][CH2:16][C:15](=O)[CH2:14][CH2:13]1>O>[OH:2][CH:3]1[CH2:8][CH2:7][CH2:6][N:5]([C:15]2([C:9]#[N:10])[CH2:16][CH2:17][S:12][CH2:13][CH2:14]2)[CH2:4]1 |f:0.1,2.3|. Procedure: 3-hydroxy-piperidine hydrochloride (6.5 g, 47.3 mmoles) in 30 ml of water is introduced into a 100 ml two-necked flask. Potassium cyanide (1.85 g, 35.5 mmoles) is added and tetrahydro-4H-thiopyran-4-one (2.7 g, 23.6 mmoles) is introduced dropwise. The pH of the medium is adjusted to 11 with a few drops of soda (10%). After 24 hours under agitation at ambient temperature, extraction with ether (3×80 ml) is carried out, the combined organic phases are washed with water (100 ml), dried over Na2SO4,... Starting materials: CCOC(=O)C1(c2ccc(-c3ccc(-c4onc(C)c4Nc4cccc(-c5ccccc5C)n4)cc3)cc2)CC1, CO, Cl, [Li+], [OH-]. Product: Cc1ccccc1-c1cccc(Nc2c(C)noc2-c2ccc(-c3ccc(C4(C(=O)O)CC4)cc3)cc2)n1. Reaction SMILES: [CH2:1]([CH3:2])[O:3][C:4](=[O:5])[C:6]1([c:9]2[cH:10][cH:11][c:12](-[c:15]3[cH:16][cH:17][c:18](-[c:21]4[c:22]([NH:27][c:28]5[n:29][c:30](-[c:34]6[c:35]([CH3:40])[cH:36][cH:37][cH:38][cH:39]6)[cH:31][cH:32][cH:33]5)[c:23]([CH3:26])[n:24][o:25]4)[cH:19][cH:20]3)[cH:13][cH:14]2)[CH2:7][CH2:8]1.[CH3:44][OH:45].[ClH:43].[Li+:42].[OH-:41]>>[O:3]=[C:4]([OH:5])[C:6]1([c:9]2[cH:10][cH:11][c:12](-[c:15]3[cH:16][cH:17][c:18](-[c:21]4[c:22]([NH:27][c:28]5[n:29][c:30](-[c:34]6[c:35]([CH3:40])[cH:36][cH:37][cH:38][cH:39]6)[cH:31][cH:32][cH:33]5)[c:23]([CH3:26])[n:24][o:25]4)[cH:19][cH:20]3)[cH:13][cH:14]2)[CH2:7][CH2:8]1. The reactants are BrC1=C2C=C(N(C2=CC=C1)CCCOC1=CC=CC2=CC=CC=C12)C(=O)OCC (ethyl 4-bromo-1-(3-(naphthalen-1-yloxy)propyl)-1H-indole-2-carboxylate), C1(CCCCC1)=O (cyclohexanone), C1(=CC=CC=C1)P(C1=CC=CC=2C(C3=CC=CC(=C3OC12)P(C1=CC=CC=C1)C1=CC=CC=C1)(C)C)C1=CC=CC=C1 (4,5-bis(diphenylphosphino)-9,9-dimethylxanthene), C(=O)([O-])[O-].[Cs+].[Cs+] (Cs2CO3). Reagents/catalysts: C=1C=CC(=CC1)/C=C/C(=O)/C=C/C2=CC=CC=C2.C=1C=CC(=CC1)/C=C/C(=O)/C=C/C2=CC=CC=C2.C=1C=CC(=CC1)/C=C/C(=O)/C=C/C2=CC=CC=C2.[Pd].[Pd] (tris(dibenzylideneacetone)dipalladium(0)). Solvent: O (water), O1CCOCC1 (dioxane), C(C)(=O)OCC (ethyl acetate). Reaction conditions: temperature 80 celsius, time 8 hour. The product is C1(=CC=CC2=CC=CC=C12)OCCCN1C(=CC2=C(C=CC=C12)C1C(CCCC1)=O)C(=O)OCC (ethyl 1-(3-(naphthalen-1-yloxy)propyl)-4-(2-oxocyclohexyl)-1H-indole-2-carboxylate). Reaction SMILES: Br[C:2]1[CH:10]=[CH:9][CH:8]=[C:7]2[C:3]=1[CH:4]=[C:5]([C:25]([O:27][CH2:28][CH3:29])=[O:26])[N:6]2[CH2:11][CH2:12][CH2:13][O:14][C:15]1[C:24]2[C:19](=[CH:20][CH:21]=[CH:22][CH:23]=2)[CH:18]=[CH:17][CH:16]=1.[C:30]1(=[O:36])[CH2:35][CH2:34][CH2:33][CH2:32][CH2:31]1.C1(P(C2C=CC=CC=2)C2C3OC4C(=CC=CC=4P(C4C=CC=CC=4)C4C=CC=CC=4)C(C)(C)C=3C=CC=2)C=CC=CC=1.C([O-])([O-])=O.[Cs+].[Cs+]>O1CCOCC1.C(OCC)(=O)C.C1C=CC(/C=C/C(/C=C/C2C=CC=CC=2)=O)=CC=1.C1C=CC(/C=C/C(/C=C/C2C=CC=CC=2)=O)=CC=1.C1C=CC(/C=C/C(/C=C/C2C=CC=CC=2)=O)=CC=1.[Pd].[Pd].O>[C:15]1([O:14][CH2:13][CH2:12][CH2:11][N:6]2[C:7]3[C:3](=[C:2]([CH:31]4[CH2:32][CH2:33][CH2:34][CH2:35][C:30]4=[O:36])[CH:10]=[CH:9][CH:8]=3)[CH:4]=[C:5]2[C:25]([O:27][CH2:28][CH3:29])=[O:26])[C:24]2[C:19](=[CH:20][CH:21]=[CH:22][CH:23]=2)[CH:18]=[CH:17][CH:16]=1 |f:3.4.5,8.9.10.11.12|. Procedure: To a solution of EXAMPLE 106B (438 mg) and cyclohexanone (196 mg) in dioxane (3 ml) was added tris(dibenzylideneacetone)dipalladium(0) (5 mg), 4,5-bis(diphenylphosphino)-9,9-dimethylxanthene (Xantphos, 7 mg) and Cs2CO3 (652 mg). The mixture was stirred at 80° C. under nitrogen overnight. After cooling, the reaction mixture was diluted with ethyl acetate and shaken with water. The product was extracted with ether (200 ml×3). The combined organic extracts were washed with water, brine, and dried o... Starting materials: COC(C(=CC(N(OC)CC1=CC(=C(C=C1)F)Cl)=O)O)=O (3-[(3-Chloro-4-fluorobenzyl)-methoxy-carbamoyl]-2-hydroxy-acrylic acid methyl ester), C=O (paraformaldehyde), CN (methylamine), ClC=1C=C(CN(C(=O)C=2CN(C(C2O)=O)C)C)C=CC1Cl (4-Hydroxy-1-methyl-5-oxo-2,5-dihydro-1H-pyrrole-3-carboxylic acid (3,4-dichloro-benzyl)-methyl amide). The product is ClC=1C=C(CN(C(=O)C=2CN(C(C2O)=O)C)OC)C=CC1F (4-Hydroxy-1-methyl-5-oxo-2,5-dihydro-1H-pyrrole-3-carboxylic acid (3-chloro-4-fluoro-benzyl)-methoxy-amide). Isolated yield 60.0%. As a reaction SMILES: CO[C:3](=[O:21])[C:4]([OH:20])=[CH:5][C:6](=[O:19])[N:7]([CH2:10][C:11]1[CH:16]=[CH:15][C:14]([F:17])=[C:13]([Cl:18])[CH:12]=1)[O:8][CH3:9].C=O.CN.ClC1C=C(C=CC=1Cl)[CH2:30][N:31](C)[C:32](C1CN(C)C(=O)C=1O)=O>>[Cl:18][C:13]1[CH:12]=[C:11]([CH:16]=[CH:15][C:14]=1[F:17])[CH2:10][N:7]([O:8][CH3:9])[C:6]([C:5]1[CH2:30][N:31]([CH3:32])[C:3](=[O:21])[C:4]=1[OH:20])=[O:19]. Procedure: 3-[(3-Chloro-4-fluorobenzyl)-methoxy-carbamoyl]-2-hydroxy-acrylic acid methyl ester (48-C) was treated with paraformaldehyde and methylamine as described in the preparation of Compound 12 to give the title compound as a white solid (60% yield); mp 148° C. dec. 1HNMR 400 MHz (CDCl3) δ (ppm): 3.10 (3H, s, NCH3), 3.75 (3H, s, OCH3), 4.15 (2H, s, NCH2), 4.81 (2H, s, NCH2), 7.12 (1H, m, aromatic), 7.22 (1H, m, aromatic), 7.38 (1H, m, aromatic). Anal. calcd for C14H14Cl2N2O4: C, 51.15; H, 4.29; N, 8.5... Starting materials: N(=O)[O-].[Na+] (sodium nitrite), NC=1C(=NC(=CC1NC)C1=CC(=C(C=C1)OCC1=CC=NC=C1)C(F)(F)F)C#N (3-amino-4-(methylamino)-6-(4-(pyridin-4-ylmethoxy)-3-(trifluoromethyl)phenyl)picolinonitrile). Solvent: O (water), O (water), O1CCOCC1 (1,4-dioxane), Cl (hydrochloric acid). Run at temperature 0 celsius, time 10 minute. Product: CN1N=NC=2C(=NC(=CC21)C2=CC(=C(C=C2)OCC2=CC=NC=C2)C(F)(F)F)C#N (1-Methyl-6-(4-(pyridin-4-ylmethoxy)-3-(trifluoromethyl)phenyl)-1H-[1,2,3]-triazolo[4,5-c]pyridine-4-carbonitrile). The yield is 68.8%. As a reaction SMILES: [NH2:1][C:2]1[C:3]([C:28]#[N:29])=[N:4][C:5]([C:10]2[CH:15]=[CH:14][C:13]([O:16][CH2:17][C:18]3[CH:23]=[CH:22][N:21]=[CH:20][CH:19]=3)=[C:12]([C:24]([F:27])([F:26])[F:25])[CH:11]=2)=[CH:6][C:7]=1[NH:8][CH3:9].[N:30]([O-])=O.[Na+]>O.O1CCOCC1.Cl>[CH3:9][N:8]1[C:7]2[CH:6]=[C:5]([C:10]3[CH:15]=[CH:14][C:13]([O:16][CH2:17][C:18]4[CH:23]=[CH:22][N:21]=[CH:20][CH:19]=4)=[C:12]([C:24]([F:27])([F:26])[F:25])[CH:11]=3)[N:4]=[C:3]([C:28]#[N:29])[C:2]=2[N:1]=[N:30]1 |f:1.2|. Reported procedure: To a suspension of 3-amino-4-(methylamino)-6-(4-(pyridin-4-ylmethoxy)-3-(trifluoromethyl)phenyl)picolinonitrile (580 mg) in water (5 ml) and 1,4-dioxane (5 ml), 2N hydrochloric acid (1.089 ml) was added at 0° C. and sodium nitrite (145 mg) in water (1 ml) was added then stirred at 0° C. for 10 min then at 20° C. for 70 h. The reaction mixture was filtered, washed with water, dried in vacuum oven to give 410 mg brown solid. Purified by Biotage SNAP cartridge KP-Sil column (25 g, dichloromethane:m... The reactants are C[Si](C)(C)[N-][Si](C)(C)C.[Li+] (lithium bis(trimethylsilyl)amide), IC1=CC=C2C(CNC2=C1)(C)C (6-iodo-3,3-dimethylindoline), N1CCOCC1 (morpholine), C1(CCCCC1)P(C1(C(=C(C=C(C1)C(C)C)C(C)C)C1=CC=CC=C1)C(C)C)C1CCCCC1 (2-(dicyclohexylphosphino)-2,4,6-tri-i-propyl-1,1-biphenyl). Reagents/catalysts: C=1C=CC(=CC1)/C=C/C(=O)/C=C/C2=CC=CC=C2.C=1C=CC(=CC1)/C=C/C(=O)/C=C/C2=CC=CC=C2.C=1C=CC(=CC1)/C=C/C(=O)/C=C/C2=CC=CC=C2.[Pd].[Pd] (Pd2(dba)3). Run in C1CCOC1 (THF), O (water), C1CCOC1 (THF). Reaction conditions: temperature 65 celsius. Yields the product CC1(CNC2=CC(=CC=C12)N1CCOCC1)C (4-(3,3-dimethylindolin-6-yl)morpholine). As a reaction SMILES: I[C:2]1[CH:10]=[C:9]2[C:5]([C:6]([CH3:12])([CH3:11])[CH2:7][NH:8]2)=[CH:4][CH:3]=1.[NH:13]1[CH2:18][CH2:17][O:16][CH2:15][CH2:14]1.C1(P(C2CCCCC2)C2(C(C)C)CC(C(C)C)=CC(C(C)C)=C2C2C=CC=CC=2)CCCCC1.C[Si]([N-][Si](C)(C)C)(C)C.[Li+]>C1COCC1.C1C=CC(/C=C/C(/C=C/C2C=CC=CC=2)=O)=CC=1.C1C=CC(/C=C/C(/C=C/C2C=CC=CC=2)=O)=CC=1.C1C=CC(/C=C/C(/C=C/C2C=CC=CC=2)=O)=CC=1.[Pd].[Pd].O>[CH3:11][C:6]1([CH3:12])[C:5]2[C:9](=[CH:10][C:2]([N:13]3[CH2:18][CH2:17][O:16][CH2:15][CH2:14]3)=[CH:3][CH:4]=2)[NH:8][CH2:7]1 |f:3.4,6.7.8.9.10|. Reported procedure: The 6-iodo-3,3-dimethylindoline (250 mg, 0.915 mmol), morpholine (0.399 mL, 4.58 mmol), Pd2(dba)3 (33.5 mg, 0.037 mmol), and 2-(dicyclohexylphosphino)-2,4,6-tri-i-propyl-1,1-biphenyl (34.9 mg, 0.073 mmol) were dissolved in THF (2.0 mL) and 1M lithium bis(trimethylsilyl)amide (5.03 mL, 5.03 mmol) solution in THF was added to a sealed tube and heated to 65° C. for 1 h. The reaction was cooled to rt and then poured into water (30 mL) and extracted with EtOAc (1×150 mL) and DCM (1×150 mL). The combi... Starting materials: [Cr](=O)(=O)([O-])Cl.[NH+]1=CC=CC=C1 (Pyridinium chlorochromate), CCOCC (ether), OCC1=C(C(N(CO1)C(C)(C1=CC=CC=C1)C)=O)C1=CC=CC=C1 (6-hydroxymethyl-3-(1-methyl-1-phenylethyl)-5-phenyl-2,3-dihydro-4H-1,3-oxazin-4-one). Solvent: ClCCl (dichloromethane), ClCCl (dichloromethane). Conditions: time 9 hour. The product is C(=O)C1=C(C(N(CO1)C(C)(C1=CC=CC=C1)C)=O)C1=CC=CC=C1 (6-formyl-3-(1-methyl-1-phenylethyl)-5-phenyl-2,3-dihydro-4H-1,3-oxazin-4-one). Isolated yield 95.7%. As a reaction SMILES: [Cr](Cl)([O-])(=O)=O.[NH+]1C=CC=CC=1.[OH:12][CH2:13][C:14]1[O:19][CH2:18][N:17]([C:20]([CH3:28])([C:22]2[CH:27]=[CH:26][CH:25]=[CH:24][CH:23]=2)[CH3:21])[C:16](=[O:29])[C:15]=1[C:30]1[CH:35]=[CH:34][CH:33]=[CH:32][CH:31]=1.CCOCC>ClCCl>[CH:13]([C:14]1[O:19][CH2:18][N:17]([C:20]([CH3:28])([C:22]2[CH:27]=[CH:26][CH:25]=[CH:24][CH:23]=2)[CH3:21])[C:16](=[O:29])[C:15]=1[C:30]1[CH:35]=[CH:34][CH:33]=[CH:32][CH:31]=1)=[O:12] |f:0.1|. Procedure: Pyridinium chlorochromate (4.70 g) was suspended in dichloromethane (20 ml), and a dichloromethane solution (27 ml) of 6-hydroxymethyl-3-(1-methyl-1-phenylethyl)-5-phenyl-2,3-dihydro-4H-1,3-oxazin-4-one (Compound No. 53, 4.70 g) was added thereto at room temperature. After stirring for about 9 hours, a large amount of ether was added and separated by decantation. The organic layer was dried with magnesium sulfate and the solvent was evaporated. The crude product was purified by silica gel chroma... Starting materials: O=S(=O)(Cl)c1cc(Cl)ccc1Cl, CC(C)C(=O)Nc1cccc(C2CCN(CCC(N)c3ccccc3)CC2)c1. The product is CC(C)C(=O)Nc1cccc(C2CCN(CCC(NS(=O)(=O)c3cc(Cl)ccc3Cl)c3ccccc3)CC2)c1. RXN SMILES: [Cl:1][c:2]1[c:3]([S:9](=[O:10])(=[O:11])[Cl:12])[cH:4][c:5]([Cl:8])[cH:6][cH:7]1.[NH2:13][CH:14]([CH2:15][CH2:16][N:17]1[CH2:18][CH2:19][CH:20]([c:23]2[cH:24][c:25]([NH:29][C:30]([CH:31]([CH3:32])[CH3:33])=[O:34])[cH:26][cH:27][cH:28]2)[CH2:21][CH2:22]1)[c:35]1[cH:36][cH:37][cH:38][cH:39][cH:40]1>>[Cl:1][c:2]1[c:3]([S:9](=[O:10])(=[O:11])[NH:13][CH:14]([CH2:15][CH2:16][N:17]2[CH2:18][CH2:19][CH:20]([c:23]3[cH:24][c:25]([NH:29][C:30]([CH:31]([CH3:32])[CH3:33])=[O:34])[cH:26][cH:27][cH:28]3)[CH2:21][CH2:22]2)[c:35]2[cH:36][cH:37][cH:38][cH:39][cH:40]2)[cH:4][c:5]([Cl:8])[cH:6][cH:7]1. Reactants: CC(=O)Cl, [Cl-], CCO[SiH](Cc1cccc(OC(F)(F)F)c1)OCC. Yields the product FC(F)(F)Oc1cccc(C[SiH](Cl)Cl)c1. Reaction SMILES: [CH3:21][C:22]([Cl:23])=[O:24].[Cl-:20].[F:1][C:2]([O:3][c:4]1[cH:5][c:6]([CH2:10][SiH:11]([O:12][CH2:13][CH3:14])[O:15][CH2:16][CH3:17])[cH:7][cH:8][cH:9]1)([F:18])[F:19]>>[F:1][C:2]([O:3][c:4]1[cH:5][c:6]([CH2:10][SiH:11]([Cl:20])[Cl:23])[cH:7][cH:8][cH:9]1)([F:18])[F:19].